From a dataset of the Open Reaction Database (ORD), a public repository of structured organic reaction records. describe an organic reaction: reactants, conditions, products, and yield The reactants are Cl (HCl), [H-].[Na+] (NaH), oil, CC(C)(C#C)NC(OCCCl)=O (2-chloroethyl 2-methylbut-3-yn-2-ylcarbamate). Run in C1CCOC1 (THF). Run at time 1 day. The product is CC(C)(C#C)N1C(OCC1)=O (3-(2-methylbut-3-yn-2-yl)oxazolidin-2-one). Isolated yield 67.3%. Reaction SMILES: [CH3:1][C:2]([NH:6][C:7](=[O:12])[O:8][CH2:9][CH2:10]Cl)([C:4]#[CH:5])[CH3:3].[H-].[Na+].Cl>C1COCC1>[CH3:1][C:2]([N:6]1[CH2:10][CH2:9][O:8][C:7]1=[O:12])([C:4]#[CH:5])[CH3:3] |f:1.2|. Reported procedure: Crude 2-chloroethyl 2-methylbut-3-yn-2-ylcarbamate (1.05 g, 5.5 mmol) was dissolved in dry THF (20 mL) and 60% NaH in oil (665 mg, 16.6 mmol) was added. The mixture was stirred under N2 for 1 day and 5% aq HCl (25 mL) was added. The mixture was extracted with EtOAc (175 mL). The organic layer was washed with brine (25 mL) and dried over Na2SO4. Removal of the solvent left an oil (1.03 g) which was purified by chromatography on a 12-g cartridge eluted with a 0-80% EtOAc in hexanes gradient to aff... Solvent: C(C)O (ethanol). Yields the product NC1=NC(=CC(=N1)OC)C(F)(F)F (2-Amino-4-methoxy-6-trifluoromethylpyrimidine). The reactants are NC1=NC(=CC(=N1)Cl)C(F)(F)F (2-amino-4-chloro-6-trifluoromethylpyrimidine), C[O-].[Na+] (sodium methylate). Procedure: 2-Amino-4-ethoxy-6-trifluoromethylpyrimidine of melting point 114°-116° C. was obtained in a similar manner by reacting 2-amino-4-chloro-6-trifluoromethylpyrimidine with sodium methylate in ethanol. As a reaction SMILES: [NH2:1][C:2]1[N:7]=[C:6](Cl)[CH:5]=[C:4]([C:9]([F:12])([F:11])[F:10])[N:3]=1.[CH3:13][O-:14].[Na+]>C(O)C>[NH2:1][C:2]1[N:7]=[C:6]([O:14][CH3:13])[CH:5]=[C:4]([C:9]([F:12])([F:11])[F:10])[N:3]=1 |f:1.2|.